This data is from the Open Reaction Database (ORD), a public repository of structured organic reaction records. The task is: describe an organic reaction: reactants, conditions, products, and yield Product: COC(=O)C1C(O)CCN1C(=O)Nc1ccc(C#N)c(Cl)c1C. As a reaction SMILES: [CH3:2][O:3][C:4](=[O:5])[CH:6]1[NH:7][CH2:8][CH2:9][CH:10]1[OH:11].[CH:12]([N:13]([CH2:14][CH3:15])[CH:16]([CH3:17])[CH3:18])([CH3:19])[CH3:20].[Cl:21][c:22]1[c:23]([C:24]#[N:25])[cH:26][cH:27][c:28]([N:31]=[C:32]=[O:33])[c:29]1[CH3:30].[Cl:34][CH2:35][Cl:36].[ClH:1]>>[CH3:2][O:3][C:4](=[O:5])[CH:6]1[N:7]([C:32]([NH:31][c:28]2[cH:27][cH:26][c:23]([C:24]#[N:25])[c:22]([Cl:21])[c:29]2[CH3:30])=[O:33])[CH2:8][CH2:9][CH:10]1[OH:11]. The reactants are COC(=O)C1NCCC1O, CCN(C(C)C)C(C)C, Cc1c(N=C=O)ccc(C#N)c1Cl, ClCCl, Cl.